This data is from the Open Reaction Database (ORD), a public repository of structured organic reaction records. The task is: describe an organic reaction: reactants, conditions, products, and yield Reactants: FC(S(=O)(=O)[O-])(F)F.[Pr+3].FC(S(=O)(=O)[O-])(F)F.FC(S(=O)(=O)[O-])(F)F (Praseodymium (III) trifluoromethanesulfonate), FC(S(=O)(=O)O)(F)F (trifluoromethanesulfonic acid), C1(=CC=CC=C1)OC (anisole), C1(=CC=C(C=C1)C(=O)O)C (para-toluic acid). Solvent: C1(=CC=CC=C1)C (toluene), O (water). Reaction conditions: time 22 hour. Product: COC1=CC=C(C(=O)C2=CC=C(C=C2)C)C=C1 (4-methoxy-4′-methylbenzophenone). Isolated yield 59.7%. Reaction SMILES: FC(F)(F)S([O-])(=O)=O.[Pr+3].FC(F)(F)S([O-])(=O)=O.FC(F)(F)S([O-])(=O)=O.FC(F)(F)S(O)(=O)=O.[C:34]1([O:40][CH3:41])[CH:39]=[CH:38][CH:37]=[CH:36][CH:35]=1.[C:42]1([CH3:51])[CH:47]=[CH:46][C:45]([C:48](O)=[O:49])=[CH:44][CH:43]=1>C1(C)C=CC=CC=1.O>[CH3:41][O:40][C:34]1[CH:39]=[CH:38][C:37]([C:48]([C:45]2[CH:46]=[CH:47][C:42]([CH3:51])=[CH:43][CH:44]=2)=[O:49])=[CH:36][CH:35]=1 |f:0.1.2.3|. Reported procedure: Praseodymium (III) trifluoromethanesulfonate (1.18 g as a wet solid), trifluoromethanesulfonic acid (0.30 g), anisole (2.38 g) and para-toluic acid (2.72 g) were refluxed together in 175 mL toluene with azeotropic removal of the lower water layer (Dean-Stark apparatus). After 22 hours, the mixture was cooled and extracted with 3×25 mL water, then by 2×25 mL saturated sodium bicarbonate solution. The organic layer was dried using anhydrous sodium sulfate, filtered, then concentrated down in vacuo... The reactants are OC1=CC(OC(=C1)CC)=O (4-hydroxy-6-ethyl-2-pyrone), C(CCC)(=O)Cl (Butyryl chloride). The solvent is FC(C(=O)O)(F)F (trifluoroacetic acid). Reaction conditions: temperature 90 celsius. Product: C(CCC)(=O)C=1C(OC(=CC1O)CC)=O (3-butyryl-6-ethyl-4-hydroxy-2-pyrone). Yield: 64.5%. RXN SMILES: [OH:1][C:2]1[CH:7]=[C:6]([CH2:8][CH3:9])[O:5][C:4](=[O:10])[CH:3]=1.[C:11](Cl)(=[O:15])[CH2:12][CH2:13][CH3:14]>FC(F)(F)C(O)=O>[C:11]([C:3]1[C:4](=[O:10])[O:5][C:6]([CH2:8][CH3:9])=[CH:7][C:2]=1[OH:1])(=[O:15])[CH2:12][CH2:13][CH3:14]. Procedure details: According to the method of Douglas and Money (see: Can. J. Chem. 1968, 46, 695), 4-hydroxy-6-ethyl-2-pyrone (see: Hsung, et. al. Synthesis 2007, 749; 1.24 g, 8.85 mmol) was dissolved in trifluoroacetic acid (4 mL) in a pressure-safe vessel. Butyryl chloride (1.0 mL, 9.73 mmol) was added and the solution flushed with argon. The vessel was sealed and stirred in a 90° C. heating bath overnight. After cooling to room temperature, the solution was poured onto powdered sodium bicarbonate (9 g) before ...